From a dataset of the Open Reaction Database (ORD), a public repository of structured organic reaction records. describe an organic reaction: reactants, conditions, products, and yield Reactants: O=C([O-])[O-], CC(C)(C)OC(=O)N1CCNCC1, Cc1cc(COS(C)(=O)=O)no1, CC#N, [K+], [K+], O. Product: Cc1cc(CN2CCN(C(=O)OC(C)(C)C)CC2)no1. Reaction SMILES: [C:14](=[O:15])([O-:16])[O-:17].[C:1](=[O:2])([O:3][C:4]([CH3:5])([CH3:6])[CH3:7])[N:8]1[CH2:9][CH2:10][NH:11][CH2:12][CH2:13]1.[CH3:20][c:21]1[cH:22][c:23]([CH2:26][O:27][S:28]([CH3:29])(=[O:30])=[O:31])[n:24][o:25]1.[CH3:32][C:33]#[N:34].[K+:18].[K+:19].[OH2:35]>>[C:1](=[O:2])([O:3][C:4]([CH3:5])([CH3:6])[CH3:7])[N:8]1[CH2:9][CH2:10][N:11]([CH2:26][c:23]2[cH:22][c:21]([CH3:20])[o:25][n:24]2)[CH2:12][CH2:13]1. The reactants are Cc1ccc(C(=O)N2CCOC3(CCN(Cc4cc(CCO[Si](C)(C)C(C)(C)C)cs4)CC3)C2)s1, CCCC[N+](CCCC)(CCCC)CCCC, [F-], C1CCOC1. Product: Cc1ccc(C(=O)N2CCOC3(CCN(Cc4cc(CCO)cs4)CC3)C2)s1. Reaction SMILES: [C:19]([Si:20]([CH3:21])([CH3:22])[O:24][CH2:25][CH2:26][c:27]1[cH:28][c:29]([CH2:32][N:33]2[CH2:34][CH2:35][C:36]3([CH2:37][N:38]([C:42](=[O:43])[c:44]4[s:45][c:46]([CH3:49])[cH:47][cH:48]4)[CH2:39][CH2:40][O:41]3)[CH2:50][CH2:51]2)[s:30][cH:31]1)([CH3:23])([CH3:52])[CH3:53].[CH3:2][CH2:3][CH2:4][CH2:5][N+:6]([CH2:7][CH2:8][CH2:9][CH3:10])([CH2:11][CH2:12][CH2:13][CH3:14])[CH2:15][CH2:16][CH2:17][CH3:18].[F-:1].[O:54]1[CH2:55][CH2:56][CH2:57][CH2:58]1>>[OH:24][CH2:25][CH2:26][c:27]1[cH:28][c:29]([CH2:32][N:33]2[CH2:34][CH2:35][C:36]3([CH2:37][N:38]([C:42](=[O:43])[c:44]4[s:45][c:46]([CH3:49])[cH:47][cH:48]4)[CH2:39][CH2:40][O:41]3)[CH2:50][CH2:51]2)[s:30][cH:31]1. The reactants are C(=C)[Mg]Cl (vinylmagnesium chloride), C1CCOC1 (THF), FC(C(=O)C(F)(F)F)(F)F (hexafluoroacetone). Product: FC(C(C=C)(O)C(F)(F)F)(F)F (1,1,1-trifluoro-2-trifluoromethyl-but-3-en-2-ol). As a reaction SMILES: [CH:1]([Mg]Cl)=[CH2:2].C1COCC1.[F:10][C:11]([F:19])([F:18])[C:12]([C:14]([F:17])([F:16])[F:15])=[O:13]>>[F:10][C:11]([F:19])([F:18])[C:12]([C:14]([F:17])([F:16])[F:15])([OH:13])[CH:1]=[CH2:2]. Procedure: To 1.6 M vinylmagnesium chloride in THF (200 mL, 0.32 mol) at −78° C. was added hexafluoroacetone (50 g, 0.31 mol) by cannula over a period of 3 h with stirring. The reaction mixture was allowed to warm to r.t. and stirred for an additional 2 h, then heated to 40° C. for an additional 1 h. The reaction mixture was quenched with aqueous NH4Cl solution. The mixture was diluted with pentane, filtered, and the organic phase was dried over MgSO4. Fractional distillation (12 inch Vigreux column) at 10... Starting materials: CCOC(=O)C (EtOAc), O (water), C1CC(=O)N(C1=O)Br (NBS), BrC1=CC=C(C=C1)C=1OC(=C(N1)C=C)C (2-(4-bromo-phenyl)-5-methyl-4-vinyl-oxazole), O (water). Run in CS(=O)C (DMSO). Product: BrCC(O)C=1N=C(OC1C)C1=CC=C(C=C1)Br (2-Bromo-1-[2-(4-bromo-phenyl)-5-methyl-oxazol-4-yl]-ethanol). Yield: 74.0%. RXN SMILES: C1C(=O)N([Br:8])C(=O)C1.[Br:9][C:10]1[CH:15]=[CH:14][C:13]([C:16]2[O:17][C:18]([CH3:23])=[C:19]([CH:21]=[CH2:22])[N:20]=2)=[CH:12][CH:11]=1.CCOC(C)=O.[OH2:30]>CS(C)=O>[Br:8][CH2:22][CH:21]([C:19]1[N:20]=[C:16]([C:13]2[CH:12]=[CH:11][C:10]([Br:9])=[CH:15][CH:14]=2)[O:17][C:18]=1[CH3:23])[OH:30]. Procedure details: Add NBS (1.44 g, 8.08 mmol) to a solution of 2-(4-bromo-phenyl)-5-methyl-4-vinyl-oxazole (1.01 g, 4.02 mmol) in water (0.180 mL) and DMSO (30 mL). After 10 min add water and EtOAc. Separate the layers, extract aqueous material with EtOAc, and wash the crude organic extracts with water. Dry over MgSO4, filter and concentrate. Purify on silica gel eluting with 20% EtOAc/Hexanes to give the title compound (1.08 g, 74%): MS (m/e): 362 (M+1). Reactants: FC(C)(O)F (difluoro-ethanol), CC1([C@@H]([C@@H]1\C=C/C(O)=O)C(=O)OCC1=CC=CC=C1)C (benzyl(1R,cis,Z)2,2-dimethyl-3- [3-oxo-3-hydroxy-1-propenyl]-cyclopropane-carboxylate). Run in C(Cl)(Cl)Cl (chloroform). The product is CC1([C@@H]([C@@H]1\C=C/C(OCC(F)F)=O)C(=O)OCC1=CC=CC=C1)C (benzyl(1R,cis,Z)2,2-dimethyl-3-[3-oxo-3-(2,2-difluoroethoxy)-1-propenyl]-cyclopropane-carboxylate). RXN SMILES: [F:1][C:2]([F:5])(O)[CH3:3].[CH3:6][C:7]1([CH3:25])[C@@H:9](/[CH:10]=[CH:11]\[C:12](=[O:14])[OH:13])[C@H:8]1[C:15]([O:17][CH2:18][C:19]1[CH:24]=[CH:23][CH:22]=[CH:21][CH:20]=1)=[O:16]>C(Cl)(Cl)Cl>[CH3:6][C:7]1([CH3:25])[C@@H:9](/[CH:10]=[CH:11]\[C:12](=[O:13])[O:14][CH2:3][CH:2]([F:5])[F:1])[C@H:8]1[C:15]([O:17][CH2:18][C:19]1[CH:24]=[CH:23][CH:22]=[CH:21][CH:20]=1)=[O:16]. Procedure details: Using the procedure of Example 53, difluoro-ethanol and the product of Step B of Example 57 were reacted to obtain benzyl(1R,cis,Z)2,2-dimethyl-3-[3-oxo-3-(2,2-difluoroethoxy)-1-propenyl]-cyclopropane-carboxylate with a specific rotation of [α]D20 =+52° (c=0.2% in chloroform). Reactants: COC(=O)c1ccc2c(=O)c3ccccc3oc2c1, CCO, [Na+], [OH-]. Product: O=C(O)c1ccc2c(=O)c3ccccc3oc2c1. As a reaction SMILES: [CH3:1][O:2][C:3](=[O:4])[c:5]1[cH:6][cH:7][c:8]2[c:9](=[O:19])[c:10]3[cH:11][cH:12][cH:13][cH:14][c:15]3[o:16][c:17]2[cH:18]1.[CH3:20][CH2:21][OH:22].[Na+:24].[OH-:23]>>[O:2]=[C:3]([OH:4])[c:5]1[cH:6][cH:7][c:8]2[c:9](=[O:19])[c:10]3[cH:11][cH:12][cH:13][cH:14][c:15]3[o:16][c:17]2[cH:18]1.